This data is from the Open Reaction Database (ORD), a public repository of structured organic reaction records. The task is: describe an organic reaction: reactants, conditions, products, and yield The reactants are [BH4-], CO, Cn1c(C=O)ccc1[N+](=O)[O-], [K+], [K+], [Na+], O=C([O-])[O-], O. The product is Cn1c(CO)ccc1[N+](=O)[O-]. As a reaction SMILES: [BH4-:1].[CH3:21][OH:22].[CH3:3][n:4]1[c:5]([CH:12]=[O:13])[cH:6][cH:7][c:8]1[N+:9](=[O:10])[O-:11].[K+:15].[K+:16].[Na+:2].[O-:17][C:18]([O-:19])=[O:20].[OH2:14]>>[CH3:3][n:4]1[c:5]([CH2:12][OH:13])[cH:6][cH:7][c:8]1[N+:9](=[O:10])[O-:11]. Reactants: CC(C)(C)[Si](C)(C)Cl, C1CCOC1, [H-], NS(=O)(=O)c1ccc(N=C=S)cc1, [Na+], O. The product is CC(C)(C)[Si](C)(C)NS(=O)(=O)c1ccc(N=C=S)cc1. As a reaction SMILES: [C:14]([CH3:15])([CH3:16])([CH3:17])[Si:18]([CH3:19])([CH3:20])[Cl:21].[CH2:25]1[O:26][CH2:27][CH2:28][CH2:29]1.[H-:22].[N:1](=[C:2]=[S:3])[c:4]1[cH:5][cH:6][c:7]([S:10](=[O:11])(=[O:12])[NH2:13])[cH:8][cH:9]1.[Na+:23].[OH2:24]>>[N:1](=[C:2]=[S:3])[c:4]1[cH:5][cH:6][c:7]([S:10](=[O:11])(=[O:12])[NH:13][Si:18]([C:14]([CH3:15])([CH3:16])[CH3:17])([CH3:19])[CH3:20])[cH:8][cH:9]1. Starting materials: N (ammonia), C(#N)N=C(NCCCOC1=CC(=CC=C1)CN1CCCCC1)SC (N'-cyano-N-[3-[3-(1-piperidinylmethyl)phenoxy]propyl]-carbamimidothioic acid, methyl ester), O.NN (hydrazine hydrate), N1(CCCCC1)CC=1C=C(OCCCN2N=C(N=C2N)N)C=CC1 ([3-[3-(1-piperidinylmethyl)phenoxy]propyl]-1H-1,2,4-triazole-3,5-diamine). The solvent is C(C)(=O)OCC (ethyl acetate), C(C)(C)O (isopropanol), O (water). Product: CN(C)CC=1C=C(OCCCNC2=NC(=NN2)N)C=CC1 (N5 -[3-[3-[(Dimethylamino)methyl]phenoxy]propyl]-1H-1,2,4-triazole-3,5-diamine). Reaction SMILES: C(N=C(SC)NCCCOC1C=CC=C(CN2CCCCC2)C=1)#N.O.NN.[N:28]1([CH2:34][C:35]2[CH:36]=[C:37]([CH:49]=[CH:50][CH:51]=2)[O:38][CH2:39][CH2:40][CH2:41][N:42]2[C:46]([NH2:47])=[N:45][C:44]([NH2:48])=[N:43]2)[CH2:33]CCC[CH2:29]1.N>C(O)(C)C.O.C(OCC)(=O)C>[CH3:29][N:28]([CH2:34][C:35]1[CH:36]=[C:37]([CH:49]=[CH:50][CH:51]=1)[O:38][CH2:39][CH2:40][CH2:41][NH:42][C:46]1[NH:47][N:43]=[C:44]([NH2:48])[N:45]=1)[CH3:33] |f:1.2|. Procedure details: Similarly prepared from N'-cyano-N-[3-[3-(1-piperidinylmethyl)phenoxy]propyl]-carbamimidothioic acid, methyl ester (14.1 g) and hydrazine hydrate (10 ml) was N3 -[3-[3-(1-piperidinylmethyl)phenoxy]propyl]-1H-1,2,4-triazole-3,5-diamine (10.4 g) m.p. 100°-101.5°. TLC silica; ethyl acetate:water:isopropanol:0.088 ammonia 25:8:15:2; Rf 0.4. Procedure details: A process for the continuous isolation of phthalic anhydride and maleic anhydride from the reaction gases obtained by catalytic oxidation of o-xylene or naphthalene with air, wherein the reaction gases are treated with a hydrocarbon of boiling range from 115° to 175° C. as the solvent in a column, and are then treated with an organic solvent of boiling range from 180° to 290° C. in a second column, the phthalic anhydride and maleic anhydride being isolated from the liquid bottom product of the f... RXN SMILES: [C:1]1(=O)O[C:4](=O)[C:3]2=[CH:7][CH:8]=[CH:9][CH:10]=[C:2]12.[C:12]1(=O)OC(=O)C=[CH:13]1>CC1C=CC=CC=1C>[CH:4]1[C:3]2[C:2](=[CH:10][CH:9]=[CH:8][CH:7]=2)[CH:1]=[CH:13][CH:12]=1. Solvent: CC=1C=CC=CC1C (o-xylene). Reactants: C1(C=2C(C(=O)O1)=CC=CC2)=O (phthalic anhydride), C1(\C=C/C(=O)O1)=O (maleic anhydride). Yields the product C1=CC=CC2=CC=CC=C12 (naphthalene). Reactants: [OH-] (hydroxide), C(CC(O)(C(=O)O)CC(=O)O)(=O)O (citric acid), N1=CC=C(C=C1)C (4-Picoline), CC(=CCBr)C (3-methyl-2-butenyl bromide), halide. Solvent: C(C)#N (acetonitrile). The product is C(CC(O)(C(=O)[O-])CC(=O)[O-])(=O)[O-].CC(=CC[N+]1=CC=C(C=C1)C)C.CC(=CC[N+]1=CC=C(C=C1)C)C.CC(=CC[N+]1=CC=C(C=C1)C)C (N-(3-Methyl-2-butenyl)-4-methylpyridinium citrate). RXN SMILES: [N:1]1[CH:6]=[CH:5][C:4]([CH3:7])=[CH:3][CH:2]=1.[CH3:8][C:9]([CH3:13])=[CH:10][CH2:11]Br.[OH-].[C:15]([OH:27])(=[O:26])[CH2:16][C:17]([CH2:22][C:23]([OH:25])=[O:24])([C:19]([OH:21])=[O:20])[OH:18]>C(#N)C>[C:15]([O-:27])(=[O:26])[CH2:16][C:17]([CH2:22][C:23]([O-:25])=[O:24])([C:19]([O-:21])=[O:20])[OH:18].[CH3:8][C:9]([CH3:13])=[CH:10][CH2:11][N+:1]1[CH:6]=[CH:5][C:4]([CH3:7])=[CH:3][CH:2]=1.[CH3:8][C:9]([CH3:13])=[CH:10][CH2:11][N+:1]1[CH:6]=[CH:5][C:4]([CH3:7])=[CH:3][CH:2]=1.[CH3:8][C:9]([CH3:13])=[CH:10][CH2:11][N+:1]1[CH:6]=[CH:5][C:4]([CH3:7])=[CH:3][CH:2]=1 |f:5.6.7.8|. Procedure details: 4-Picoline is reacted with 3-methyl-2-butenyl bromide in acetonitrile; the halide intermediate is converted to the hydroxide with Rexyn 201, and then reacted with citric acid. Reactants: C(C)(C)(C)C1=CC=C(C=C1)N1CC2=CC=CC(=C2C1=O)OS(=O)(=O)C(F)(F)F (trifluoromethanesulfonic acid 2-(4-t-butyl-phenyl)-3-oxo-2,3-dihydro-1H-isoindol-4-yl ester), NCC1=NC(=NC=C1)NC ((4-aminomethyl-pyrimidin-2-yl)-methyl-amine), CeCO3. The reagents and catalysts are CC(=O)[O-].CC(=O)[O-].[Pd+2] (Pd(OAc)2), C1=CC=C(C=C1)P([C-]2C=CC=C2)C3=CC=CC=C3.C1=CC=C(C=C1)P([C-]2C=CC=C2)C3=CC=CC=C3.[Fe+2] (dppf). Run in C1(=CC=CC=C1)C (toluene). Yields the product C(C)(C)(C)C1=CC=C(C=C1)N1C(C2=C(C=CC=C2C1)NCC1=NC(=NC=C1)NC)=O (2-(4-t-butyl-phenyl)-7-[(2-methylamino-pyrimidin-4-ylmethyl)-amino]-2,3-dihydro-isoindol-1-one). RXN SMILES: [C:1]([C:5]1[CH:10]=[CH:9][C:8]([N:11]2[C:19](=[O:20])[C:18]3[C:13](=[CH:14][CH:15]=[CH:16][C:17]=3OS(C(F)(F)F)(=O)=O)[CH2:12]2)=[CH:7][CH:6]=1)([CH3:4])([CH3:3])[CH3:2].[NH2:29][CH2:30][C:31]1[CH:36]=[CH:35][N:34]=[C:33]([NH:37][CH3:38])[N:32]=1>CC([O-])=O.CC([O-])=O.[Pd+2].C1C=CC(P(C2C=CC=CC=2)[C-]2C=CC=C2)=CC=1.C1C=CC(P(C2C=CC=CC=2)[C-]2C=CC=C2)=CC=1.[Fe+2].C1(C)C=CC=CC=1>[C:1]([C:5]1[CH:10]=[CH:9][C:8]([N:11]2[CH2:12][C:13]3[C:18](=[C:17]([NH:29][CH2:30][C:31]4[CH:36]=[CH:35][N:34]=[C:33]([NH:37][CH3:38])[N:32]=4)[CH:16]=[CH:15][CH:14]=3)[C:19]2=[O:20])=[CH:7][CH:6]=1)([CH3:4])([CH3:3])[CH3:2] |f:2.3.4,5.6.7|. Procedure: Trifluoromethanesulfonic acid 2-(4-t-butyl-phenyl)-3-oxo-2,3-dihydro-1H-isoindol-4-yl ester (42 mg, Step A), (4-aminomethyl-pyrimidin-2-yl)-methyl-amine (19.2 mg), Pd(OAc)2 (3.4 mg), dppf (9.5 mg), CeCO3 (70 mg) and toluene (1 mL) were put into a microwave reaction tube and subjected to 120° C., for a total of 55 min of microwave. The solid was removed by filtration and solvent was evaporated. The resulting residue was purified by Gilson HPLC purification system to obtain 2-(4-t-butyl-phenyl)-7-... Reactants: CN(C)C(=O)C(=O)c1cc(Br)cnc1F, CCO, N. The product is CN(C)C(=O)C(=O)c1cc(Br)cnc1N. Reaction SMILES: [Br:1][c:2]1[cH:3][c:4]([C:9]([C:10](=[O:11])[N:12]([CH3:13])[CH3:14])=[O:15])[c:5]([F:8])[n:6][cH:7]1.[CH2:17]([OH:18])[CH3:19].[NH3:16]>>[Br:1][c:2]1[cH:3][c:4]([C:9]([C:10](=[O:11])[N:12]([CH3:13])[CH3:14])=[O:15])[c:5]([NH2:16])[n:6][cH:7]1. Starting materials: FC=1C=CC2=C(N(C(CO2)CCO)C(C2=CC(=CC=C2)C(F)(F)F)=O)C1 ((±)-6-fluoro-4-[3-(trifluoromethyl)benzoyl]-3,4-dihydro-2H-1,4-benzoxazine-3-ethanol), S(=O)(Cl)Cl (thionyl chloride). Run in ClCCl (dichloromethane). Run at time 5 hour. Yields the product ClCCC1COC2=C(N1C(C1=CC(=CC=C1)C(F)(F)F)=O)C=C(C=C2)F ((±)-3-(2-Chloroethyl)-6-fluoro-4-[3-(trifluoromethyl)benzoyl]-3,4-dihydro-2H-1,4-benzoxazine). Reaction SMILES: [F:1][C:2]1[CH:3]=[CH:4][C:5]2[O:10][CH2:9][CH:8]([CH2:11][CH2:12]O)[N:7]([C:14](=[O:25])[C:15]3[CH:20]=[CH:19][CH:18]=[C:17]([C:21]([F:24])([F:23])[F:22])[CH:16]=3)[C:6]=2[CH:26]=1.S(Cl)([Cl:29])=O>ClCCl>[Cl:29][CH2:12][CH2:11][CH:8]1[N:7]([C:14](=[O:25])[C:15]2[CH:20]=[CH:19][CH:18]=[C:17]([C:21]([F:24])([F:23])[F:22])[CH:16]=2)[C:6]2[CH:26]=[C:2]([F:1])[CH:3]=[CH:4][C:5]=2[O:10][CH2:9]1. Reported procedure: To 11.27 g (0.031 mol) of (±)-6-fluoro-4-[3-(trifluoromethyl)benzoyl]-3,4-dihydro-2H-1,4-benzoxazine-3-ethanol dissolved in 140 ml of dichloromethane are added 9 ml (0.124 mol) of thionyl chloride and the mixture is stirred at room temperature for 5 h. Reactants: Cl.C(C)N=C=NCCCN(C)C (1-ethyl-3-(3-dimethylaminoprop-1-yl)carbodiimide hydrochloride), C1(=CC=CC=C1)C(C(=O)O)C(=O)O (phenylmalonic acid), C(C)C(C(=O)[O-])CCCC.[Na+] (sodium 2-ethylhexanoate), C(O)([O-])=O.[Na+] (sodium hydrogen carbonate), NC1[C@@H]2N(C(C(S2)(C)C)P(=O)(OC)O)C1=O (6-amino-2,2-dimethyl-3-(O-methylphosphono)penam), [OH-].[Na+] (sodium hydroxide), Cl (hydrochloric acid). Solvent: C(C)(=O)OCC (ethyl acetate), O (water). Reaction conditions: time 3.5 hour. The product is [Na][Na] (disodium), C(=O)(O)C(C(=O)NC1[C@@H]2N(C(C(S2)(C)C)P(=O)(OC)O)C1=O)C1=CC=CC=C1 (6-(2-carboxy-2-phenylacetamido)-2,2-dimethyl-3-(O-methylphosphono)penam). As a reaction SMILES: [NH2:1][CH:2]1[C:15](=[O:16])[N:4]2[CH:5]([P:10]([OH:14])([O:12][CH3:13])=[O:11])[C:6]([CH3:9])([CH3:8])[S:7][C@H:3]12.[OH-].[Na+:18].[C:19]1([CH:25]([C:29](O)=[O:30])[C:26]([OH:28])=[O:27])[CH:24]=[CH:23][CH:22]=[CH:21][CH:20]=1.Cl.C(N=C=NCCCN(C)C)C.Cl.C(=O)([O-])O.[Na+:49].C(C(CCCC)C([O-])=O)C.[Na+]>C(OCC)(=O)C.O>[Na:18][Na:49].[C:26]([CH:25]([C:19]1[CH:24]=[CH:23][CH:22]=[CH:21][CH:20]=1)[C:29]([NH:1][CH:2]1[C:15](=[O:16])[N:4]2[CH:5]([P:10]([OH:14])([O:12][CH3:13])=[O:11])[C:6]([CH3:8])([CH3:9])[S:7][C@H:3]12)=[O:30])([OH:28])=[O:27] |f:1.2,4.5,7.8,9.10|. Reported procedure: To a stirred solution of 266 mg. (0.001 mole ) of 6-amino-2,2-dimethyl-3-(O-methylphosphono)penam in 8 ml. of water is added dropwise dilute aqueous sodium hydroxide to obtain a pH of 6.1. To this solution is then added 235 mg. (0.0013 mole) of phenylmalonic acid, followed by 190 mg. (0.001 mole) of 1-ethyl-3-(3-dimethylaminoprop-1-yl)carbodiimide hydrochloride. The solution is stirred for 3.5 hours, during which time the pH is maintained in the range from 6.1 to 6.3 by the dropwise addition of ...